From a dataset of the Open Reaction Database (ORD), a public repository of structured organic reaction records. describe an organic reaction: reactants, conditions, products, and yield The reactants are Cc1[nH]c2ccccc2c1C(=O)N1CCC2(CC1)OCc1ccccc12, [H-], [Na+], CN(C)C=O, O=S(=O)(Cl)c1ccccc1. The product is Cc1c(C(=O)N2CCC3(CC2)OCc2ccccc23)c2ccccc2n1S(=O)(=O)c1ccccc1. As a reaction SMILES: [CH3:1][c:2]1[nH:3][c:4]2[cH:5][cH:6][cH:7][cH:8][c:9]2[c:10]1[C:11](=[O:12])[N:13]1[CH2:14][CH2:15][C:16]2([O:17][CH2:18][c:19]3[c:20]2[cH:21][cH:22][cH:23][cH:24]3)[CH2:25][CH2:26]1.[H-:28].[Na+:27].[O:39]=[CH:40][N:41]([CH3:42])[CH3:43].[c:29]1([S:35](=[O:36])(=[O:37])[Cl:38])[cH:30][cH:31][cH:32][cH:33][cH:34]1>>[CH3:1][c:2]1[n:3]([S:35]([c:29]2[cH:30][cH:31][cH:32][cH:33][cH:34]2)(=[O:36])=[O:37])[c:4]2[cH:5][cH:6][cH:7][cH:8][c:9]2[c:10]1[C:11](=[O:12])[N:13]1[CH2:14][CH2:15][C:16]2([O:17][CH2:18][c:19]3[c:20]2[cH:21][cH:22][cH:23][cH:24]3)[CH2:25][CH2:26]1.